This data is from the Open Reaction Database (ORD), a public repository of structured organic reaction records. The task is: describe an organic reaction: reactants, conditions, products, and yield Starting materials: CO (methanol), N1=CC=CC=C1 (pyridine), NCC1C(C(C(O1)OC(C(NCCCNC(C(NC(C(NC(NC(C(=O)O)C(C)C)=O)C1NC(NCC1)=N)=O)C(C(C)C)O)=O)C(=O)O)C1OC(C(C1O)O)N1C(NC(C=C1)=O)=O)OC)O (16-({[5-(aminomethyl)-4-hydroxy-3-methoxytetrahydro-2-furanyl]oxy}{5-[2,4-dioxo-3,4-dihydro-1(2H)-pyrimidinyl]-3,4-dihydroxytetrahydro-2-furanyl}methyl)-9-(1-hydroxy-2-methylpropyl)-6-(2-iminohexahydro-4-pyrimidinyl)-2-isopropyl-4,7,10-trioxo-3,5,8,11,15-pentaazaheptadecane-1,17-dioic acid). Run in O (water). Product: CC(CC(C)=O)=O (2,4-pentanedione), C(CCCC)N=C=O (pentylisocyanate), NC[C@@H]1[C@@H]([C@H](C(O1)O[C@H](C1C(N(C(N1CCCNC(C(NC(C(NC(NC(C(=O)O)C(C)C)=O)C1NC(NCC1)=N)=O)C(C(C)C)O)=O)=O)CCCCC)=O)[C@H]1O[C@H]([C@@H]([C@@H]1O)O)N1C(NC(C=C1)=O)=O)OC)O (14-[5-((R)-{[(3R,4S,5R)-5-(Aminomethyl)-4-hydroxy-3-methoxytetrahydro-2furanyl]oxy}{(2S,3S,4R,5R)-5-[2,4-dioxo-3,4-dihydro-1 (2H)-pyrimidinyl]-3,4-dihydroxytetrahydro-2-furanyl}methyl)-2,4-dioxo-3-pentyl-1-imidazolidinyl]-9-(1-hydroxy-2-methylpropyl)-6-(2-iminohexahydro-4-pyrimidinyl)-2-isopropyl-4,7,10-trioxo-3,5,8,11-tetraazatetradecan-1-oic acid). Reaction SMILES: [NH2:1][CH2:2][CH:3]1[O:7][CH:6]([O:8][CH:9]([CH:49]2[CH:53]([OH:54])[CH:52]([OH:55])[CH:51]([N:56]3[CH:61]=[CH:60][C:59](=[O:62])[NH:58][C:57]3=[O:63])[O:50]2)[CH:10]([C:46](O)=[O:47])[NH:11][CH2:12][CH2:13][CH2:14][NH:15][C:16](=[O:45])[CH:17]([CH:40]([OH:44])[CH:41]([CH3:43])[CH3:42])[NH:18][C:19](=[O:39])[CH:20]([CH:32]2[CH2:37][CH2:36][NH:35][C:34](=[NH:38])[NH:33]2)[NH:21][C:22](=[O:31])[NH:23][CH:24]([CH:28]([CH3:30])[CH3:29])[C:25]([OH:27])=[O:26])[CH:5]([O:64][CH3:65])[CH:4]1[OH:66].[N:67]1[CH:72]=[CH:71][CH:70]=[CH:69][CH:68]=1.[CH3:73][OH:74]>O>[CH3:6][C:5](=[O:64])[CH2:4][C:3](=[O:7])[CH3:2].[CH2:51]([N:56]=[C:57]=[O:63])[CH2:52][CH2:53][CH2:49][CH3:9].[NH2:1][CH2:2][C@H:3]1[O:7][CH:6]([O:8][C@@H:9]([C@@H:49]2[C@@H:53]([OH:54])[C@@H:52]([OH:55])[C@H:51]([N:56]3[CH:61]=[CH:60][C:59](=[O:62])[NH:58][C:57]3=[O:63])[O:50]2)[CH:10]2[N:11]([CH2:12][CH2:13][CH2:14][NH:15][C:16](=[O:45])[CH:17]([CH:40]([OH:44])[CH:41]([CH3:42])[CH3:43])[NH:18][C:19](=[O:39])[CH:20]([CH:32]3[CH2:37][CH2:36][NH:35][C:34](=[NH:38])[NH:33]3)[NH:21][C:22](=[O:31])[NH:23][CH:24]([CH:28]([CH3:30])[CH3:29])[C:25]([OH:27])=[O:26])[C:73](=[O:74])[N:67]([CH2:72][CH2:71][CH2:70][CH2:69][CH3:68])[C:46]2=[O:47])[C@H:5]([O:64][CH3:65])[C@H:4]1[OH:66]. Procedure: The title compound is prepared by the procedure of Example 1, using 24.0 mg (25 μmol) of 16-({[5-(aminomethyl)-4-hydroxy-3-methoxytetrahydro-2-furanyl]oxy}{5-[2,4-dioxo-3,4-dihydro-1(2H)-pyrimidinyl]-3,4-dihydroxytetrahydro-2-furanyl}methyl)-9-(1-hydroxy-2-methylpropyl)-6-(2-iminohexahydro-4-pyrimidinyl)-2-isopropyl-4,7,10-trioxo-3,5,8,11,15-pentaazaheptadecane-1,17-dioic acid λmax nm in water=259) in 1.0 ml of methanol, 100 μl of pyridine, 100 μl of 2,4-pentanedione and 30 μmol of pentylisocyan... Reactants: CCC(=O)Cl, C1CCOC1, NC1CCC(C(=O)O)C1, [Na+], [OH-]. Yields the product CCC(=O)NC1CCC(C(=O)O)C1. As a reaction SMILES: [C:12]([CH2:13][CH3:14])(=[O:15])[Cl:16].[CH2:17]1[O:18][CH2:19][CH2:20][CH2:21]1.[NH2:1][CH:2]1[CH2:3][CH:4]([C:7](=[O:8])[OH:9])[CH2:5][CH2:6]1.[Na+:11].[OH-:10]>>[NH:1]([CH:2]1[CH2:3][CH:4]([C:7](=[O:8])[OH:9])[CH2:5][CH2:6]1)[C:12]([CH2:13][CH3:14])=[O:15].